From a dataset of the Open Reaction Database (ORD), a public repository of structured organic reaction records. describe an organic reaction: reactants, conditions, products, and yield The reactants are Brc1cc(Br)c2c(c1)CCN2, CCC(C1CC1)n1cc(Cl)nc(Cl)c1=O. Product: CCC(C1CC1)n1cc(Cl)nc(N2CCc3cc(Br)cc(Br)c32)c1=O. As a reaction SMILES: [Br:16][c:17]1[cH:18][c:19]2[c:23]([c:24]([Br:26])[cH:25]1)[NH:22][CH2:21][CH2:20]2.[Cl:1][c:2]1[c:3](=[O:15])[n:4]([CH:9]([CH2:10][CH3:11])[CH:12]2[CH2:13][CH2:14]2)[cH:5][c:6]([Cl:8])[n:7]1>>[c:2]1([N:22]2[CH2:21][CH2:20][c:19]3[cH:18][c:17]([Br:16])[cH:25][c:24]([Br:26])[c:23]32)[c:3](=[O:15])[n:4]([CH:9]([CH2:10][CH3:11])[CH:12]2[CH2:13][CH2:14]2)[cH:5][c:6]([Cl:8])[n:7]1. Reactants: C(C)(C)(C)OC(=O)N1CCC(CC1)C=CC(NC=1C=C2C=3C(=CNC3C1)C=NNC2=O)=O (4-[2-(6-Oxo-5,6-dihydro-1H-[1,2]diazepino[4,5,6-cd]indol-8-ylcarbamoyl)-vinyl]-piperidine-1-carboxylic Acid tert-butyl Ester), O1CCOCC1 (dioxane). Run in C(Cl)Cl (CH2Cl2), Cl (HCl). Product: C(C)(=O)O.O=C1NN=CC2=CNC=3C=C(C=C1C23)NC(C=CC2CCNCC2)=O (N-(6-Oxo-5,6-dihydro-1H-[1,2]diazepino[4,5,6-cd]indol-8-yl)-3-piperidin-4-yl-acrylamide Acetic Acid Salt). RXN SMILES: C(OC([N:8]1[CH2:13][CH2:12][CH:11]([CH:14]=[CH:15][C:16](=[O:32])[NH:17][C:18]2[CH:19]=[C:20]3[C:30](=[O:31])[NH:29][N:28]=[CH:27][C:22]4=[CH:23][NH:24][C:25]([CH:26]=2)=[C:21]34)[CH2:10][CH2:9]1)=O)(C)(C)C.[O:33]1CCOCC1>C(Cl)Cl.Cl>[C:30]([OH:31])(=[O:33])[CH3:20].[O:31]=[C:30]1[C:20]2[C:21]3[C:22](=[CH:23][NH:24][C:25]=3[CH:26]=[C:18]([NH:17][C:16](=[O:32])[CH:15]=[CH:14][CH:11]3[CH2:10][CH2:9][NH:8][CH2:13][CH2:12]3)[CH:19]=2)[CH:27]=[N:28][NH:29]1 |f:4.5|. Procedure: Preparation of the title compound from Intermediate 146(a) (58 mg, 0.13 mmol) in CH2Cl2 (2 mL) and 4M HCl in dioxane (2 mL) was carried out analogously to Example 91. After concentration, the residue was purified by preparative HPLC (Peeke Scientific, HI-Q C18 reverse phase 5u, 100A, 250×21.2 mm column) eluting with CH3CN and 0.1% acetic acid in water at a flow rate of 20 mL/min using a gradient of 5-95% CH3CN over 40 min to give the title compound (16 mg, 0.04 mmol) as a pale yellow powder in 3... Reactants: CCNC(=O)Oc1cn2ncnc(Oc3ccc(NC(=O)NC(=O)Cc4ccc(F)cc4)cc3F)c2c1C, ClCCl, N#CSC(=O)Cc1ccc(F)cc1. The product is CCNC(=O)Oc1cn2ncnc(Oc3ccc(NC(=S)NC(=O)Cc4ccc(F)cc4)cc3F)c2c1C. Reaction SMILES: [CH2:1]([CH3:2])[NH:3][C:4]([O:5][c:6]1[c:7]([CH3:37])[c:8]2[c:9]([O:15][c:16]3[c:17]([F:36])[cH:18][c:19]([NH:22][C:23](=[O:24])[NH:25][C:26]([CH2:27][c:28]4[cH:29][cH:30][c:31]([F:34])[cH:32][cH:33]4)=[O:35])[cH:20][cH:21]3)[n:10][cH:11][n:12][n:13]2[cH:14]1)=[O:38].[Cl:52][CH2:53][Cl:54].[F:39][c:40]1[cH:41][cH:42][c:43]([CH2:44][C:45](=[O:48])[S:49][C:46]#[N:47])[cH:50][cH:51]1>>[CH2:1]([CH3:2])[NH:3][C:4]([O:5][c:6]1[c:7]([CH3:37])[c:8]2[c:9]([O:15][c:16]3[c:17]([F:36])[cH:18][c:19]([NH:22][C:23]([NH:25][C:26]([CH2:27][c:28]4[cH:29][cH:30][c:31]([F:34])[cH:32][cH:33]4)=[O:35])=[S:49])[cH:20][cH:21]3)[n:10][cH:11][n:12][n:13]2[cH:14]1)=[O:38]. Reactants: O[C@@H]1[C@@H]([C@]2(CC=3C(OC(C3C)=O)=CC2=CC1)C)C ((4aR*,5R*,6S*)-6-Hydroxy-4a,5,6,7-tetrahydro-3,4a,5-trimethylnaphtho[2,3-b]furan-2(4H)-one), C(CC)(=O)Cl (propionyl chloride). The product is C(CC)(=O)O[C@@H]1[C@@H]([C@]2(CC=3C(OC(C3C)=O)=CC2=CC1)C)C ((4aR*,5R*,6S*)-6-Propionyloxy-4a,5,6,7-tetrahydro-3,4a,5-trimethylnaphtho[2,3-b]furan-2(4H)-one). RXN SMILES: [OH:1][C@H:2]1[CH2:16][CH:15]=[C:14]2[C@:4]([CH3:17])([CH2:5][C:6]3[C:7](=[CH:13]2)[O:8][C:9](=[O:12])[C:10]=3[CH3:11])[C@H:3]1[CH3:18].[C:19](Cl)(=[O:22])[CH2:20][CH3:21]>>[C:19]([O:1][C@H:2]1[CH2:16][CH:15]=[C:14]2[C@:4]([CH3:17])([CH2:5][C:6]3[C:7](=[CH:13]2)[O:8][C:9](=[O:12])[C:10]=3[CH3:11])[C@H:3]1[CH3:18])(=[O:22])[CH2:20][CH3:21]. Procedure details: The title compound was prepared in the same manner as in Example B2, except that the compound prepared in Example B1 was reacted with propionyl chloride.